From a dataset of the Open Reaction Database (ORD), a public repository of structured organic reaction records. describe an organic reaction: reactants, conditions, products, and yield The reactants are COCCOCCBr, CC(C)(C)OC(=O)Nc1ccccc1NC(=O)c1cc2cc(O)ccc2s1, O=C([O-])[O-], CC#N, [K+], [K+]. The product is COCCOCCOc1ccc2sc(C(=O)Nc3ccccc3NC(=O)OC(C)(C)C)cc2c1. As a reaction SMILES: [Br:34][CH2:35][CH2:36][O:37][CH2:38][CH2:39][O:40][CH3:41].[C:1]([CH3:2])([CH3:3])([CH3:4])[O:5][C:6]([NH:7][c:8]1[c:9]([NH:14][C:15](=[O:16])[c:17]2[cH:18][c:19]3[c:20]([s:21]2)[cH:22][cH:23][c:24]([OH:26])[cH:25]3)[cH:10][cH:11][cH:12][cH:13]1)=[O:27].[C:28](=[O:29])([O-:30])[O-:31].[CH3:42][C:43]#[N:44].[K+:32].[K+:33]>>[C:1]([CH3:2])([CH3:3])([CH3:4])[O:5][C:6]([NH:7][c:8]1[c:9]([NH:14][C:15](=[O:16])[c:17]2[cH:18][c:19]3[c:20]([s:21]2)[cH:22][cH:23][c:24]([O:26][CH2:35][CH2:36][O:37][CH2:38][CH2:39][O:40][CH3:41])[cH:25]3)[cH:10][cH:11][cH:12][cH:13]1)=[O:27].